Dataset: the Open Reaction Database (ORD), a public repository of structured organic reaction records. Task: describe an organic reaction: reactants, conditions, products, and yield The reactants are solution, Cl[O-].[Na+] (sodium hypochlorite), CC1=CCCC(C1CCC(=O)C)(C)C (α-dihydro-ionone), C(Cl)Cl (methylene chloride), P(=O)([O-])([O-])[O-].[K+].[K+].[K+] (potassium phosphate). Solvent: O (water). Conditions: time 1 hour. Yields the product ClC1CCC(C(C1=C)CCC(C)=O)(C)C (4-(5-chloro-6-methylene-2,2-dimethylcyclohexyl)-2-butanone). Yield: 61.0%. As a reaction SMILES: Cl[O-].[Na+].[CH3:4][C:5]1[CH:10]([CH2:11][CH2:12][C:13]([CH3:15])=[O:14])[C:9]([CH3:17])([CH3:16])[CH2:8][CH2:7][CH:6]=1.C(Cl)[Cl:19].P([O-])([O-])([O-])=O.[K+].[K+].[K+]>O>[Cl:19][CH:6]1[C:5](=[CH2:4])[CH:10]([CH2:11][CH2:12][C:13](=[O:14])[CH3:15])[C:9]([CH3:17])([CH3:16])[CH2:8][CH2:7]1 |f:0.1,4.5.6.7|. Procedure: To a mixture of commercial bleach (28.5 ml of a 5.25% solution of sodium hypochlorite) α-dihydro-ionone (3.88 g) and methylene chloride (110 ml) was added a solution of potassium phosphate (monobasic) (5.44 g) in water (40 ml) during a 15 minute period. The mixture was stirred for 1 hour at 25°. The methylene chloride solution was washed with sodium bicarbonate solution, the solvent evaporated, and the residue distilled to give 2.81 g (61% yield) of 4-(5-chloro-6-methylene-2,2-dimethylcyclohexyl... The reactants are C(C)OC(=O)C=1C(=C2C(C(CS(C2=C(C1)C)(=O)=O)(C)C)=O)C(F)(F)F (6-ethoxycarbonyl-5-trifluoromethyl-3,3,8-trimethylthiochroman-4-one-1,1-dioxide), [OH-].[K+] (potassium hydroxide). Reaction conditions: time 2 hour. Procedure: 2.4 Grams (6.3 mmol) of 6-ethoxycarbonyl-5-trifluoromethyl-3,3,8-trimethylthiochroman-4-one-1,1-dioxide was dissolved in 25 ml of ethanol, and than a solution of 0.62 g (9.5 mmol) of potassium hydroxide in 3 ml of water was added. The mixture was stirred at room temperature for 2 hours, then diluted with water and washed with chloroform, and an aqueous layer was acidified with a 5 wt % hydrochloric acid aqueous solution. An organic precipitate was extracted with ethyl acetate, and an organic lay... Yields the product C(=O)(O)C=1C(=C2C(C(CS(C2=C(C1)C)(=O)=O)(C)C)=O)C(F)(F)F (6-carboxy-5-trifluoromethyl-3,3,8-trimethylthiochroman-4-one-1,1-dioxide). The yield is 86.1%. RXN SMILES: C([O:3][C:4]([C:6]1[C:7]([C:22]([F:25])([F:24])[F:23])=[C:8]2[C:13](=[C:14]([CH3:16])[CH:15]=1)[S:12](=[O:18])(=[O:17])[CH2:11][C:10]([CH3:20])([CH3:19])[C:9]2=[O:21])=[O:5])C.[OH-].[K+]>C(O)C.O>[C:4]([C:6]1[C:7]([C:22]([F:24])([F:25])[F:23])=[C:8]2[C:13](=[C:14]([CH3:16])[CH:15]=1)[S:12](=[O:18])(=[O:17])[CH2:11][C:10]([CH3:20])([CH3:19])[C:9]2=[O:21])([OH:5])=[O:3] |f:1.2|. Run in C(C)O (ethanol), O (water), O (water). The reactants are COC(=O)CC(=O)OC, O=[N+]([O-])c1cc(Cl)c(Cl)c([N+](=O)[O-])c1, [H-], [Na+], CN(C)C=O. The product is COC(=O)C(C(=O)OC)c1c(Cl)cc([N+](=O)[O-])cc1[N+](=O)[O-]. RXN SMILES: [CH3:3][O:4][C:5]([CH2:6][C:7](=[O:8])[O:9][CH3:10])=[O:11].[Cl:12][c:13]1[c:14]([Cl:25])[c:15]([N+:22](=[O:23])[O-:24])[cH:16][c:17]([N+:19](=[O:20])[O-:21])[cH:18]1.[H-:1].[Na+:2].[O:26]=[CH:27][N:28]([CH3:29])[CH3:30]>>[CH3:3][O:4][C:5]([CH:6]([C:7](=[O:8])[O:9][CH3:10])[c:14]1[c:13]([Cl:12])[cH:18][c:17]([N+:19](=[O:20])[O-:21])[cH:16][c:15]1[N+:22](=[O:23])[O-:24])=[O:11]. The reactants are CCCCOc1cccc(C(CN)C(=O)OC(C)(C)C)c1, CN(C)C(=O)CCl, [H-], [Na+], CN(C)C=O, O. The product is CCCCOc1cccc(C(CNCC(=O)N(C)C)C(=O)OC(C)(C)C)c1. Reaction SMILES: [CH2:3]([CH2:4][CH2:5][CH3:6])[O:7][c:8]1[cH:9][c:10]([CH:14]([CH2:15][NH2:16])[C:17](=[O:18])[O:19][C:20]([CH3:21])([CH3:22])[CH3:23])[cH:11][cH:12][cH:13]1.[Cl:24][CH2:25][C:26](=[O:27])[N:28]([CH3:29])[CH3:30].[H-:2].[Na+:1].[O:32]=[CH:33][N:34]([CH3:35])[CH3:36].[OH2:31]>>[CH2:3]([CH2:4][CH2:5][CH3:6])[O:7][c:8]1[cH:9][c:10]([CH:14]([CH2:15][NH:16][CH2:25][C:26](=[O:27])[N:28]([CH3:29])[CH3:30])[C:17](=[O:18])[O:19][C:20]([CH3:21])([CH3:22])[CH3:23])[cH:11][cH:12][cH:13]1. The reactants are ClC1=C(C=CC=C1)C1=CC=C(C=C1)CCC(C)O (4-(2'-chloro-4-biphenylyl)-2-butanol), FC(C(=O)[O-])(F)F.[NH+]1=CC=CC=C1 (pyridinium trifluoroacetate), C1(CCCCC1)N=C=NC1CCCCC1 (N,N'-dicyclohexyl-carbodiimide). The solvent is CS(=O)C (dimethyl sulfoxide). Yields the product ClC1=C(C=CC=C1)C1=CC=C(C=C1)CCC(C)=O (4-(2'-Chloro-4-biphenylyl)-2-butanone). Yield: 92.0%. Reaction SMILES: [Cl:1][C:2]1[CH:7]=[CH:6][CH:5]=[CH:4][C:3]=1[C:8]1[CH:13]=[CH:12][C:11]([CH2:14][CH2:15][CH:16]([OH:18])[CH3:17])=[CH:10][CH:9]=1.FC(F)(F)C([O-])=O.[NH+]1C=CC=CC=1.C1(N=C=NC2CCCCC2)CCCCC1>CS(C)=O>[Cl:1][C:2]1[CH:7]=[CH:6][CH:5]=[CH:4][C:3]=1[C:8]1[CH:13]=[CH:12][C:11]([CH2:14][CH2:15][C:16](=[O:18])[CH3:17])=[CH:10][CH:9]=1 |f:1.2|. Procedure: 4-(2'-Chloro-4-biphenylyl)-2-butanone was prepared analogous to Example 42 from 4-(2'-chloro-4-biphenylyl)-2-butanol by oxidation with dimethyl sulfoxide in the presence of pyridinium trifluoroacetate and N,N'-dicyclohexyl-carbodiimide with a yield of 92% of theory. The colorless crystals melted at 34°-35°C after column-chromatographic purification on silicagel, using benzene/petroleum ether (ratio by volume = 2:1) as eluant, and recrystallization from petroleum ether and ethanol. Starting materials: NC1=NC=CC(=C1)Cl (2-Amino-4-chloro-pyridine), FC1=CC(=C(C=C1)B(O)O)OC (4-fluoro-2-methoxyphenylboronic acid), C([O-])([O-])=O.[Na+].[Na+] (sodium carbonate). Reagents/catalysts: [Pd](Cl)Cl.C1(=CC=CC=C1)P(C1=CC=CC=C1)C1=CC=CC=C1.C1(=CC=CC=C1)P(C1=CC=CC=C1)C1=CC=CC=C1 (Bis-(triphenyl phosphine) palladium (II) chloride). Run in COCCOC (1,2-dimethoxy ethane). Yields the product FC1=CC(=C(C=C1)C1=CC(=NC=C1)N)OC (4-(4-fluoro-2-methoxyphenyl)pyridin-2-amine). The yield is 235.6%. As a reaction SMILES: [NH2:1][C:2]1[CH:7]=[C:6](Cl)[CH:5]=[CH:4][N:3]=1.[F:9][C:10]1[CH:15]=[CH:14][C:13](B(O)O)=[C:12]([O:19][CH3:20])[CH:11]=1.C(=O)([O-])[O-].[Na+].[Na+]>COCCOC.[Pd](Cl)Cl.C1(P(C2C=CC=CC=2)C2C=CC=CC=2)C=CC=CC=1.C1(P(C2C=CC=CC=2)C2C=CC=CC=2)C=CC=CC=1>[F:9][C:10]1[CH:15]=[CH:14][C:13]([C:6]2[CH:5]=[CH:4][N:3]=[C:2]([NH2:1])[CH:7]=2)=[C:12]([O:19][CH3:20])[CH:11]=1 |f:2.3.4,6.7.8|. Procedure details: 2-Amino-4-chloro-pyridine (5.00 g, 38.9 mmol) and 4-fluoro-2-methoxyphenylboronic acid (9.26 g, 54.4 mmol) were taken in 1,2-dimethoxy ethane (100 ml). An aqueous solution of sodium carbonate (80 ml, 2 M) was added and argon gas was purged for 30 min. Bis-(triphenyl phosphine) palladium (II) chloride (Pd(PPh3)2Cl2) (272 mg, 0.39 mmol) was added to the reaction mixture and again purged with argon gas for 20 min. The reaction mixture was slowly heated to 85° C.-90° C. with stirring and maintained ... Reactants: N([C@@H](CC1=CC=C(C=C1)O)C(=O)O)C(=O)OCC1=CC=CC=C1.N1(CCOCC1)[NH-] (Z-(L)-Tyr morpholin-4-ylamide). Reagents/catalysts: [Pd] (Pd/C). Run in CO (methanol). Product: N[C@@H](CC1=CC=C(C=C1)O)C(=O)O.N1(CCOCC1)[NH-] (H-(L)-Tyr morpholin-4-ylamide). RXN SMILES: [NH:1](C(OCC1C=CC=CC=1)=O)[C@H:2]([C:11]([OH:13])=[O:12])[CH2:3][C:4]1[CH:9]=[CH:8][C:7]([OH:10])=[CH:6][CH:5]=1.[N:24]1([NH-:30])[CH2:29][CH2:28][O:27][CH2:26][CH2:25]1>CO.[Pd]>[NH2:1][C@H:2]([C:11]([OH:13])=[O:12])[CH2:3][C:4]1[CH:5]=[CH:6][C:7]([OH:10])=[CH:8][CH:9]=1.[N:24]1([NH-:30])[CH2:29][CH2:28][O:27][CH2:26][CH2:25]1 |f:0.1,4.5|. Reported procedure: A solution of 2.05 g (5.3 mmol) of Z-(L)-Tyr-morpholin-4-ylamide in 91 ml of methanol is hydrogenated for 1.5 h at RT in the presence of 0.5 g of 10% Pd/C. Filtration through ®Celite (filter aid of diatomaceous earth, John-Manville Corp.) and concentration of the filtrate by evaporation yields the title compound: TLC Rf (R)=0.34.